Dataset: the Open Reaction Database (ORD), a public repository of structured organic reaction records. Task: describe an organic reaction: reactants, conditions, products, and yield The reactants are BrB(Br)Br, COc1ccc(-n2cc3ccccc3n2)c(C)c1, CO, ClCCl, O. The product is Cc1cc(O)ccc1-n1cc2ccccc2n1. Reaction SMILES: [B:19]([Br:20])([Br:21])[Br:22].[CH3:1][O:2][c:3]1[cH:4][c:5]([CH3:18])[c:6](-[n:9]2[n:10][c:11]3[cH:12][cH:13][cH:14][cH:15][c:16]3[cH:17]2)[cH:7][cH:8]1.[CH3:26][OH:27].[Cl:23][CH2:24][Cl:25].[OH2:28]>>[OH:2][c:3]1[cH:4][c:5]([CH3:18])[c:6](-[n:9]2[n:10][c:11]3[cH:12][cH:13][cH:14][cH:15][c:16]3[cH:17]2)[cH:7][cH:8]1.